describe an organic reaction: reactants, conditions, products, and yield From a dataset of the Open Reaction Database (ORD), a public repository of structured organic reaction records. The reactants are N1C=NC=C1 (imidazole), [Si](C)(C)(C(C)(C)C)Cl (tert-butyldimethylsilylchloride), NC=1C=CC(=C(C1)CO)OC(F)(F)F ((5-Amino-2-trifluoromethoxyphenyl)methanol). The solvent is CN(C)C=O (DMF). Run at time 16 hour. Product: [Si](C)(C)(C(C)(C)C)OCC=1C=C(C=CC1OC(F)(F)F)NC1=CC=CC=C1 (3-(tert-butyldimethylsilanyloxymethyl)-4-trifluoromethoxyphenylaniline). Isolated yield 104.1%. Reaction SMILES: [NH2:1][C:2]1[CH:3]=[CH:4][C:5]([O:10][C:11]([F:14])([F:13])[F:12])=[C:6]([CH2:8][OH:9])[CH:7]=1.N1[CH:19]=[CH:18]N=C1.[Si:20](Cl)([C:23]([CH3:26])([CH3:25])[CH3:24])([CH3:22])[CH3:21]>CN(C=O)C>[Si:20]([O:9][CH2:8][C:6]1[CH:7]=[C:2]([NH:1][C:19]2[CH:18]=[CH:6][CH:7]=[CH:2][CH:3]=2)[CH:3]=[CH:4][C:5]=1[O:10][C:11]([F:12])([F:13])[F:14])([C:23]([CH3:26])([CH3:25])[CH3:24])([CH3:22])[CH3:21]. Procedure details: (5-Amino-2-trifluoromethoxyphenyl)methanol (1.2 g, 5.8 mmol) was dissolved in DMF (5 mL) and imidazole (0.48 g, 7.1 mmol) and tert-butyldimethylsilylchloride (0.99 g, 6.6 mmol) were added and the mixture was stirred for 16 hours. The reaction mixture was extracted with ethyl acetate (50 mL) and water (20 mL). The aqueous phase was extracted once more with ethyl acetate (20 mL). The combined organic phases were washed with water (10 mL), aqueous citric acid (10 mL, 10%) and water (2×10 mL), dried...